Dataset: the Open Reaction Database (ORD), a public repository of structured organic reaction records. Task: describe an organic reaction: reactants, conditions, products, and yield The reactants are CC(C)(C)COc1nc(C(=O)O)cnc1N1CCOCC1, CC(C)CC(N)CO, CCCOc1nc(C(=O)NC(CO)CC(C)C)cnc1N1CCCC1. Product: CC(C)CC(CO)NC(=O)c1cnc(N2CCOCC2)c(OCC(C)(C)C)n1. As a reaction SMILES: [CH3:26][C:27]([CH2:28][O:29][c:30]1[c:31]([N:39]2[CH2:40][CH2:41][O:42][CH2:43][CH2:44]2)[n:32][cH:33][c:34]([C:36](=[O:37])[OH:38])[n:35]1)([CH3:45])[CH3:46].[NH2:47][CH:48]([CH2:49][OH:50])[CH2:51][CH:52]([CH3:53])[CH3:54].[OH:1][CH2:2][CH:3]([CH2:4][CH:5]([CH3:6])[CH3:7])[NH:8][C:9]([c:10]1[cH:11][n:12][c:13]([N:14]2[CH2:15][CH2:16][CH2:17][CH2:18]2)[c:19]([O:20][CH2:21][CH2:22][CH3:23])[n:24]1)=[O:25]>>[OH:1][CH2:2][CH:3]([CH2:4][CH:5]([CH3:6])[CH3:7])[NH:8][C:36]([c:34]1[cH:33][n:32][c:31]([N:39]2[CH2:40][CH2:41][O:42][CH2:43][CH2:44]2)[c:30]([O:29][CH2:28][C:27]([CH3:26])([CH3:45])[CH3:46])[n:35]1)=[O:38]. Reported procedure: Methyl 4-amino-3-methylbenzoate was converted to 4-methoxycarbonyl-2-methylphenyl isothiocyanate according to Method A2b. 1-Hydroxymethylcyclopentanamine was prepared according to Method B1c. The 2-hydroxyethylamine was sequentially reacted with SOCl2 and 4-methoxycarbonyl-2-methylphenyl isothiocyanate according to Method C2a to give 2-(4-methoxycarbonyl-2-methylphenylimino)-3-thia-1-azaspiro[4.4]nonane. The thiazolidine was reacted with cyclopentyl bromide according to Method D2h to give 2-(4-m... Product: COC(=O)C1=CC(=C(C=C1)N=C1N(C2(CS1)CCCC2)C2CCCC2)C (2-(4-methoxycarbonyl-2-methylphenylimino)-1-cyclopentyl-3-thia-1-azaspiro[4.4]nonane). Starting materials: COC(=O)C1=CC(=C(C=C1)N=C1NC2(CS1)CCCC2)C (2-(4-methoxycarbonyl-2-methylphenylimino)-3-thia-1-azaspiro[4.4]nonane), C1(CCCC1)Br (cyclopentyl bromide). Reaction SMILES: [CH3:1][O:2][C:3]([C:5]1[CH:10]=[CH:9][C:8]([N:11]=[C:12]2[S:16][CH2:15][C:14]3([CH2:20][CH2:19][CH2:18][CH2:17]3)[NH:13]2)=[C:7]([CH3:21])[CH:6]=1)=[O:4].[CH:22]1(Br)[CH2:26][CH2:25][CH2:24][CH2:23]1>>[CH3:1][O:2][C:3]([C:5]1[CH:10]=[CH:9][C:8]([N:11]=[C:12]2[S:16][CH2:15][C:14]3([CH2:20][CH2:19][CH2:18][CH2:17]3)[N:13]2[CH:22]2[CH2:26][CH2:25][CH2:24][CH2:23]2)=[C:7]([CH3:21])[CH:6]=1)=[O:4]. Starting materials: Cl.N1=CC=CC=C1 (pyridine hydrochloride), C(F)(F)(F)CO (CF3CH2OH), N1=CC=CC=C1 (pyridine), C(C)S(=O)(=O)Cl (ethanesulfonyl chloride). Product: C(F)(F)(F)COS(=O)(=O)CC (CF3CH2OSO2CH2CH3). RXN SMILES: [C:1]([CH2:5][OH:6])([F:4])([F:3])[F:2].N1C=CC=CC=1.[CH2:13]([S:15](Cl)(=[O:17])=[O:16])[CH3:14].Cl.N1C=CC=CC=1>>[C:1]([CH2:5][O:6][S:15]([CH2:13][CH3:14])(=[O:17])=[O:16])([F:4])([F:3])[F:2] |f:3.4|. Procedure: A 10-L four-neck flask was equipped with a refluxing pipe and a dropping funnel to serve as a reactor. To the flask were added CF3CH2OH (337.1 g; 3.37 mol) and pyridine (306.31 g; 3.88 mol) in an ice bath, and the mixture was stirred. Using the dropping funnel, ethanesulfonyl chloride (364.15 g; 3.20 mol) was dropped, with care for heat generation. The reaction solution changed its color gradually to milky white as pyridine hydrochloride was produced. After the end of the reaction, the reaction ... Starting materials: C(C1=CC=CC=C1)(C1=CC=CC=C1)N1CC(C1)=O (1-benzhydryl-azetidin-3-one), FC(F)(F)[Si](C)(C)C (trifluoromethyltrimethylsilane), [F-].[Cs+] (cesium fluoride), C1CCOC1 (THF). Reaction conditions: time 1 hour. The product is C(C1=CC=CC=C1)(C1=CC=CC=C1)N1CC(C1)(O)C(F)(F)F (1-benzhydryl-3-(trifluoromethyl)azetidin-3-ol), C(=O)(C(F)(F)F)O (TFA). RXN SMILES: [CH:1]([N:14]1[CH2:17][C:16](=[O:18])[CH2:15]1)([C:8]1[CH:13]=[CH:12][CH:11]=[CH:10][CH:9]=1)[C:2]1[CH:7]=[CH:6][CH:5]=[CH:4][CH:3]=1.[F:19][C:20]([Si](C)(C)C)([F:22])[F:21].[F-].[Cs+].C1[CH2:33][O:32]CC1>>[CH:1]([N:14]1[CH2:17][C:16]([C:20]([F:22])([F:21])[F:19])([OH:18])[CH2:15]1)([C:8]1[CH:13]=[CH:12][CH:11]=[CH:10][CH:9]=1)[C:2]1[CH:3]=[CH:4][CH:5]=[CH:6][CH:7]=1.[C:33]([OH:32])([C:20]([F:22])([F:21])[F:19])=[O:18] |f:2.3|. Reported procedure: To a solution of 1-benzhydryl-azetidin-3-one (400 mg, 1.69 mmol) in THF (5 mL), trifluoromethyltrimethylsilane (360 mg, 2.53 mmol) and cesium fluoride(390 mg, 2.57 mmol) were added. The reaction mixture was stirred at rt. for 1 hr. Then it was quenched with 5 mL saturated NH4Cl solution and tetrabutylammonium fluoride (200 mg) was added. The resulting reaction mixture was stirred at rt. for three days. It was then extracted with ether (3×20 mL). The organic layers were combined, dried (MgSO4) an...